Dataset: the Open Reaction Database (ORD), a public repository of structured organic reaction records. Task: describe an organic reaction: reactants, conditions, products, and yield Reactants: CN (methanamine), CN(C)C=O (DMF), C(#N)C1=CC=C(CBr)C=C1 (4-cyanobenzyl bromide), [H][H] (hydrogen), CN(C)C=O (DMF), C(#N)C1=C(C=CC=C1)CN(CC)CC (cyano-N,N-diethylbenzenemethanamine), [H-].[Na+] (sodium hydride), C(C1=CC=CC=C1)Br (benzyl bromide). Solvent: C1(=CC=CC=C1)C (toluene). Run at time 3 hour. Product: C(#N)C1=CC=C(C=C1)CC(=O)C1=CC=CC=C1 (2-(4-cyanophenyl)-1-phenylethanone). Reaction SMILES: [C:1]([C:3]1[CH:10]=[CH:9][C:6]([CH2:7]Br)=[CH:5][CH:4]=1)#[N:2].[C:11]([C:13]1[CH:18]=[CH:17][CH:16]=[CH:15][C:14]=1CN(CC)CC)#N.[H-].[Na+].CN.[H][H].C(Br)C1C=CC=CC=1.CN(C=[O:43])C>C1(C)C=CC=CC=1>[C:1]([C:3]1[CH:10]=[CH:9][C:6]([CH2:7][C:11]([C:13]2[CH:18]=[CH:17][CH:16]=[CH:15][CH:14]=2)=[O:43])=[CH:5][CH:4]=1)#[N:2] |f:2.3|. Procedure: The 2-(4-cyanophenyl)-1-phenylethanone was synthesized from 4-cyanobenzyl bromide and -cyano-N,N-diethylbenzenemethanamine: 3.95 g (0.16 mol) of sodium hydride was suspended in 80 mL of DMF under nitrogen and 29.9 g (0.16 mol) of the methanamine in 20 mL of DMF was added dropwise. When evolution of hydrogen had ceased, 31.2 g (0.16 mol) of the benzyl bromide in 30 mL of toluene was added and the reaction stirred 3 hr at room temperature. The reaction was stripped, 300 mL of 6N HCL was added and ... The solvent is CO (methanol), ClCCl (dichloromethane). Reactants: [Cl-].[Na+] (sodium chloride), NC=1C=C(C=CC1OC)\C=C/C1=CC(=C(C(=C1)OC)OC)OC.C(=O)(OCC1C2=CC=CC=C2C2=CC=CC=C12)N[C@@H](CC(C)C)C(=O)O ((Z)-1-(3-amino-4-methoxyphenyl)-2-(3,4,5-trimethoxyphenyl) ethene Fmoc-L-leucine), aqueous solution, 2-N, [OH-].[Na+] (sodium hydroxide). Reported procedure: One gram (1.54 mmols) of (Z)-1-(3-amino-4-methoxyphenyl)-2-(3,4,5-trimethoxyphenyl) ethene-Fmoc-L-leucine was dissolved in 10 ml of methanol and 10 ml of dichloromethane, and 0.9 ml (1.7 mmols) of an aqueous solution of 2-N sodium hydroxide were added thereto. The mixture was stirred for 3 hours. A saturated aqueous solution of sodium chloride was added thereto, and the resulting mixture was extracted three times with dichloromethane. The extract was dried over anhydrous sodium sulfate, and conc... Reaction SMILES: [NH2:1][C:2]1[CH:3]=[C:4](/[CH:10]=[CH:11]\[C:12]2[CH:17]=[C:16]([O:18][CH3:19])[C:15]([O:20][CH3:21])=[C:14]([O:22][CH3:23])[CH:13]=2)[CH:5]=[CH:6][C:7]=1[O:8][CH3:9].C([NH:41][C@H:42]([C:47]([OH:49])=O)[CH2:43][CH:44]([CH3:46])[CH3:45])(OCC1C2C(=CC=CC=2)C2C1=CC=CC=2)=O.[OH-].[Na+].[Cl-].[Na+]>CO.ClCCl>[NH2:1][C:2]1[CH:3]=[C:4](/[CH:10]=[CH:11]\[C:12]2[CH:13]=[C:14]([O:22][CH3:23])[C:15]([O:20][CH3:21])=[C:16]([O:18][CH3:19])[CH:17]=2)[CH:5]=[CH:6][C:7]=1[O:8][CH3:9].[NH2:41][C@H:42]([C:47]([NH2:1])=[O:49])[CH2:43][CH:44]([CH3:46])[CH3:45] |f:0.1,2.3,4.5,8.9|. Isolated yield 163.2%. Conditions: time 3 hour. Yields the product NC=1C=C(C=CC1OC)\C=C/C1=CC(=C(C(=C1)OC)OC)OC.N[C@@H](CC(C)C)C(=O)N ((Z)-1-(3-Amino-4-methoxyphenyl)-2-(3,4,5-trimethoxyphenyl)-ethene L-leucineamide). The reactants are C(#N)C1=CC=CC(=N1)C(Cl)Cl (6-cyano-2-(dichloromethyl)pyridine), C1(=CC=CC=C1)O (phenol), [OH-].[K+] (potassium hydroxide), CS(=O)C (dimethylsulfoxide). Run in O (water). Reaction conditions: temperature 60 celsius. Yields the product O(C1=CC=CC=C1)C(C1=CC=CC(=N1)C#N)OC1=CC=CC=C1 (6-(Diphenoxymethyl)-2-pyridinenitrile). As a reaction SMILES: [C:1]([C:3]1[N:8]=[C:7]([CH:9](Cl)Cl)[CH:6]=[CH:5][CH:4]=1)#[N:2].[C:12]1([OH:18])[CH:17]=[CH:16][CH:15]=[CH:14][CH:13]=1.[OH-:19].[K+].CS(C)=O>O>[O:18]([CH:9]([O:19][C:12]1[CH:17]=[CH:16][CH:15]=[CH:14][CH:13]=1)[C:7]1[N:8]=[C:3]([C:1]#[N:2])[CH:4]=[CH:5][CH:6]=1)[C:12]1[CH:17]=[CH:16][CH:15]=[CH:14][CH:13]=1 |f:2.3|. Procedure: A mixture of 4.18 g of 6-cyano-2-(dichloromethyl)pyridine, 5.25 g of phenol, 3.33 g of potassium hydroxide and 50 ml of dimethylsulfoxide was heated to 60° C. After a reaction period of about 4 hours, the reaction was complete. The mixture was cooled and poured into 100 ml of water and then extracted with methylene chloride. The solvent extract was run through a bed of silica gel and the solvent removed. The mixture was heated to 160°C. at 0.05 milliliters of mercury. The resulting material was ... Reactants: CN1C=C(C2=CC=CC=C12)C(=O)[C@H]1CC2=C(N=CN2)CC1 ((R)-(-)-5-[(1-methyl-3-indolyl)carbonyl]-4,5,6,7-tetrahydrobenzimidazole), Cl (hydrogen chloride). The solvent is C(C)O.C(C)(=O)OCC (ethanol ethyl acetate), C(C)(=O)OCC (ethyl acetate). Product: Cl.CN1C=C(C2=CC=CC=C12)C(=O)[C@H]1CC2=C(N=CN2)CC1 ((R)-(-)-5-[(1-methylindol-3-yl)carbonyl]-4,5,6,7-tetrahydrobenzimidazole hydrochloride). Reaction SMILES: [CH3:1][N:2]1[C:10]2[C:5](=[CH:6][CH:7]=[CH:8][CH:9]=2)[C:4]([C:11]([C@@H:13]2[CH2:21][CH2:20][C:16]3[N:17]=[CH:18][NH:19][C:15]=3[CH2:14]2)=[O:12])=[CH:3]1.[ClH:22]>C(O)C.C(OCC)(=O)C.C(OCC)(=O)C>[ClH:22].[CH3:1][N:2]1[C:10]2[C:5](=[CH:6][CH:7]=[CH:8][CH:9]=2)[C:4]([C:11]([C@@H:13]2[CH2:21][CH2:20][C:16]3[N:17]=[CH:18][NH:19][C:15]=3[CH2:14]2)=[O:12])=[CH:3]1 |f:2.3,5.6|. Procedure: In ethanol/ethyl acetate was dissolved 100 mg of (R)-(-)-5-[(1-methyl-3-indolyl)carbonyl]-4,5,6,7-tetrahydrobenzimidazole obtained in Example 43(b), and a solution of hydrogen chloride in ethyl acetate was added thereto. The thus formed crystal was collected and recrystallized from ethanol to obtain 70 mg of (R)-(-)-5-[(1-methylindol-3-yl)carbonyl]-4,5,6,7-tetrahydrobenzimidazole hydrochloride.